From a dataset of the Open Reaction Database (ORD), a public repository of structured organic reaction records. describe an organic reaction: reactants, conditions, products, and yield The solvent is C(C)OCC (diethyl ether). Procedure details: To a solution of 0.8 g (33.10 mmol) of magnesium turnings and 2.0 g (13.2 mmol) of 1-bromo-2,2-dimethylpropane in 10 mL diethyl ether was added a solution of 1.42 g (7.76 mmol) of 4-bromostyrene and 69 mg (0.13 mmol) of Ni(dppf)Cl2 The resulting reaction mixture was heated at refluc for 8 h. The reaction was quenched with 50% saturated NH4Cl, and was extracted with MTBE (2×150 mL). The combined extractions were washed with water, dried and concentrated. Flash chromatography on a Biotage 40M cart... Reactants: [Mg] (magnesium), BrCC(C)(C)C (1-bromo-2,2-dimethylpropane), BrC1=CC=C(C=C)C=C1 (4-bromostyrene). Reagents/catalysts: C1=CC=C(C=C1)P(C2=CC=CC=C2)[C]3[CH][CH][CH][CH]3.C1=CC=C(C=C1)P(C2=CC=CC=C2)[C]3[CH][CH][CH][CH]3.Cl[Ni]Cl.[Fe] (Ni(dppf)Cl2). RXN SMILES: [Mg].Br[CH2:3][C:4]([CH3:7])([CH3:6])[CH3:5].Br[C:9]1[CH:16]=[CH:15][C:12]([CH:13]=[CH2:14])=[CH:11][CH:10]=1>C(OCC)C.C1C=CC(P([C]2[CH][CH][CH][CH]2)C2C=CC=CC=2)=CC=1.C1C=CC(P([C]2[CH][CH][CH][CH]2)C2C=CC=CC=2)=CC=1.Cl[Ni]Cl.[Fe]>[CH3:5][C:4]([CH3:7])([CH3:6])[CH2:3][C:12]1([CH:13]=[CH2:14])[CH:11]=[CH:10][CH:9]=[CH:16][CH2:15]1 |f:4.5.6.7,^1:26,27,28,29,30,44,45,46,47,48|. The product is CC(CC1(CC=CC=C1)C=C)(C)C (4-(2,2-Dimethylpropyl)4-ethenylbenzene). Isolated yield 127.2%. Conditions: time 2 hour. The solvent is CN(C=O)C (N,N-dimethylformamide). RXN SMILES: [C:1]([NH:4][CH:5]1[CH2:10][CH2:9][CH2:8][N:7]([C:11]2[C:20](F)=[C:19]3[C:14]([C:15](=[O:28])[C:16]([C:25]([OH:27])=[O:26])=[CH:17][N:18]3[CH:22]3[CH2:24][CH2:23]3)=[CH:13][C:12]=2[F:29])[CH2:6]1)(=[O:3])[CH3:2].[CH3:30][O-:31].[Na+]>CN(C)C=O>[C:1]([NH:4][CH:5]1[CH2:10][CH2:9][CH2:8][N:7]([C:11]2[C:20]([O:31][CH3:30])=[C:19]3[C:14]([C:15](=[O:28])[C:16]([C:25]([OH:27])=[O:26])=[CH:17][N:18]3[CH:22]3[CH2:23][CH2:24]3)=[CH:13][C:12]=2[F:29])[CH2:6]1)(=[O:3])[CH3:2] |f:1.2|. Procedure details: A mixture of 7-(3-acetamidopiperidin-1-yl)-1-cyclopropyl-6,8-difluoro-1,4-dihydro-4-oxoquinoline-3-carboxylic acid (4.05 g), sodium methoxide (2.16 g) and N,N-dimethylformamide (120 ml) was stirred for 2 hours at 100°-140° C. The reaction mixture was concentrated in vacuumand water was added to the residue. The mixture was neutralized with 1N hydrochloric acid and the neutralized mixture was then concentrated in vacuum. Purification of the concentrated mixture by silica gel column chromatography... Starting materials: C(C)(=O)NC1CN(CCC1)C1=C(C=C2C(C(=CN(C2=C1F)C1CC1)C(=O)O)=O)F (7-(3-acetamidopiperidin-1-yl)-1-cyclopropyl-6,8-difluoro-1,4-dihydro-4-oxoquinoline-3-carboxylic acid), C[O-].[Na+] (sodium methoxide). The product is C(C)(=O)NC1CN(CCC1)C1=C(C=C2C(C(=CN(C2=C1OC)C1CC1)C(=O)O)=O)F (7-(3-acetamidopiperidin-1-yl)-1-cyclopropyl-6-fluoro-1,4-dihydro-8-methoxy-4-oxoquinoline-3-carboxylic acid). Reactants: I.CSC=1CCC2(N1)C1CCC(C2C2=CC=CC=C2)C1 (5'-methylthio-3-phenyl-spiro[bicyclo[2.2.1]-heptane-2,2'-5-pyrroline] hydriodide), N (ammonia), C(\C=C\C(=O)O)(=O)O (fumaric acid). Run in CO.O (methanol water). The product is C(\C=C\C(=O)O)(=O)O.NC=1CCC2(N1)C1CCC(C2C2=CC=CC=C2)C1 (5'-Amino-3-phenyl-spiro[bicyclo[2.2.1]-heptane-2,2'-5-pyrroline] hydrogen fumarate). RXN SMILES: I.CS[C:4]1[CH2:5][CH2:6][C:7]2([CH:13]([C:14]3[CH:19]=[CH:18][CH:17]=[CH:16][CH:15]=3)[CH:12]3[CH2:20][CH:9]2[CH2:10][CH2:11]3)[N:8]=1.[NH3:21].[C:22]([OH:29])(=[O:28])/[CH:23]=[CH:24]/[C:25]([OH:27])=[O:26]>CO.O>[C:22]([OH:29])(=[O:28])/[CH:23]=[CH:24]/[C:25]([OH:27])=[O:26].[NH2:21][C:4]1[CH2:5][CH2:6][C:7]2([CH:13]([C:14]3[CH:19]=[CH:18][CH:17]=[CH:16][CH:15]=3)[CH:12]3[CH2:20][CH:9]2[CH2:10][CH2:11]3)[N:8]=1 |f:0.1,4.5,6.7|. Reported procedure: 50 mmoles of 5'-methylthio-3-phenyl-spiro[bicyclo[2.2.1]-heptane-2,2'-5-pyrroline] hydriodide are treated with 250 ml of aqueous ammonia at 70° C. andunder a nitrogen pressure of 80 bars for 24 hours. After stripping off the solvent, an oil which slowly solidifies is obtained. After conversion intothe addition salt of fumaric acid, colorless crystals of melting point 242° C. (from methanol/water 1:1) are obtained. Reaction SMILES: C(=O)([O-])[O-].[K+].[K+].F[C:8]1[CH:15]=[CH:14][C:11]([C:12]#[N:13])=[CH:10][CH:9]=1.[NH:16]1[CH2:21][CH2:20][NH:19][CH2:18][CH2:17]1.O>CS(C)=O>[C:12]([C:11]1[CH:14]=[CH:15][C:8]([N:16]2[CH2:21][CH2:20][NH:19][CH2:18][CH2:17]2)=[CH:9][CH:10]=1)#[N:13] |f:0.1.2|. Reaction conditions: temperature 95 celsius. Reactants: O (water), C([O-])([O-])=O.[K+].[K+] (Potassium carbonate), FC1=CC=C(C#N)C=C1 (4-fluorobenzonitrile), N1CCNCC1 (piperazine). Procedure: Potassium carbonate (20.7 g, 0.15 mol) was added to a solution of 4-fluorobenzonitrile (12.1 g, 0.1 mol) and piperazine (25.8 g, 0.3 mol) in dimethylsulfoxide (75 ml) and heated at 95° C. for 20 hours. The reaction was cooled and poured into water (1100 ml) and extracted into dichloromethane (4×400 ml). The organic solution was dried and the solvent removed in vacuo to yield 4-cyanophenylpiperazine (17.5 g, 93.6% yield): Isolated yield 93.5%. The solvent is CS(=O)C (dimethylsulfoxide). The product is C(#N)C1=CC=C(C=C1)N1CCNCC1 (4-cyanophenylpiperazine).